From a dataset of the Open Reaction Database (ORD), a public repository of structured organic reaction records. describe an organic reaction: reactants, conditions, products, and yield Reactants: CCOC(=O)c1cnc2c(c1O)CC(OC(=O)OCc1ccccc1)CC2, O=C(Cl)C(=O)Cl, ClCCl, CN(C)C=O. Product: CCOC(=O)c1cnc2c(c1Cl)CC(OC(=O)OCc1ccccc1)CC2. As a reaction SMILES: [CH2:12]([c:13]1[cH:14][cH:15][cH:16][cH:17][cH:18]1)[O:19][C:20](=[O:21])[O:22][CH:23]1[CH2:24][c:25]2[c:26]([OH:38])[c:27]([C:33](=[O:34])[O:35][CH2:36][CH3:37])[cH:28][n:29][c:30]2[CH2:31][CH2:32]1.[Cl:1][C:2]([C:3]([Cl:4])=[O:5])=[O:6].[Cl:39][CH2:40][Cl:41].[O:7]=[CH:8][N:9]([CH3:10])[CH3:11]>>[Cl:1][c:26]1[c:25]2[c:30]([n:29][cH:28][c:27]1[C:33](=[O:34])[O:35][CH2:36][CH3:37])[CH2:31][CH2:32][CH:23]([O:22][C:20]([O:19][CH2:12][c:13]1[cH:14][cH:15][cH:16][cH:17][cH:18]1)=[O:21])[CH2:24]2.